Dataset: the Open Reaction Database (ORD), a public repository of structured organic reaction records. Task: describe an organic reaction: reactants, conditions, products, and yield The reactants are FC1=CC=C(C=C1)[Si](CN1N=CN=C1S)(C)C1=CC=C(C=C1)F (bis(4-fluorophenyl)methyl(5-mercapto-1H-1,2,4-triazol-1-ylmethyl)silane), C(CC)C1=C2C(C(=S)NC2=O)=CC=C1 (propylthiophthalimide). Solvent: C(Cl)(Cl)Cl (chloroform). Reaction conditions: time 2 hour. The product is FC1=CC=C(C=C1)[Si](CN1N=CN=C1SSCCC)(C)C1=CC=C(C=C1)F (bis(4-Fluorophenyl)methyl[5-(1,2-dithiapentyl)-1H-1,2,4-triazol-1-ylmethyl]silane). The yield is 88.9%. RXN SMILES: [F:1][C:2]1[CH:7]=[CH:6][C:5]([Si:8]([C:17]2[CH:22]=[CH:21][C:20]([F:23])=[CH:19][CH:18]=2)([CH3:16])[CH2:9][N:10]2[C:14]([SH:15])=[N:13][CH:12]=[N:11]2)=[CH:4][CH:3]=1.C(C1C=CC=[C:29]2[C:30](NC(=O)[C:28]=12)=[S:31])CC>C(Cl)(Cl)Cl>[F:1][C:2]1[CH:3]=[CH:4][C:5]([Si:8]([C:17]2[CH:22]=[CH:21][C:20]([F:23])=[CH:19][CH:18]=2)([CH3:16])[CH2:9][N:10]2[C:14]([S:15][S:31][CH2:30][CH2:29][CH3:28])=[N:13][CH:12]=[N:11]2)=[CH:6][CH:7]=1. Procedure details: To a solution of 1.4 g (0.004 mol) of bis(4-fluorophenyl)methyl(5-mercapto-1H-1,2,4-triazol-1-ylmethyl)silane in 10 mL of chloroform at 25° was added 1.1 g (0.005 mol) of propylthiophthalimide. The mixture was stirred two hours, filtered, and evaporated. The residue was flash chromatographed using 0-10% ether/methylene chloride to give 1.5 g of the title disulfide as a thick oil: ir (neat) 2950, 1585, 1495, 1230, 1160, 1104, 820 cm-1 ; nmr (CDCl3) δ 0.7 (3H, s), 1.0 (3H, t), 1.7 (2H, m), 2.8 (2H...